Dataset: the Open Reaction Database (ORD), a public repository of structured organic reaction records. Task: describe an organic reaction: reactants, conditions, products, and yield The reactants are ClC1=C(CCl)C=CC(=C1)Cl (2,4-dichlorobenzyl chloride), [OH-].[Na+] (sodium hydroxide), N1=CC(=CC=C1)C(C#N)N1CCOCC1 (α-(3-pyridyl)-4-morpholineacetonitrile). Reagents/catalysts: [I-].C(CCC)[N+](CCCC)(CCCC)CCCC (tetrabutylammonium iodide). The product is N1=CC(=CC=C1)C(=O)CC1=C(C=C(C=C1)Cl)Cl (2,4-dichlorobenzyl 3-pyridyl ketone). Reaction SMILES: [Cl:1][C:2]1[CH:9]=[C:8]([Cl:10])[CH:7]=[CH:6][C:3]=1[CH2:4]Cl.[OH-:11].[Na+].[N:13]1[CH:18]=[CH:17][CH:16]=[C:15]([CH:19](N2CCOCC2)C#N)[CH:14]=1>[I-].C([N+](CCCC)(CCCC)CCCC)CCC>[N:13]1[CH:18]=[CH:17][CH:16]=[C:15]([C:19]([CH2:4][C:3]2[CH:6]=[CH:7][C:8]([Cl:10])=[CH:9][C:2]=2[Cl:1])=[O:11])[CH:14]=1 |f:1.2,4.5|. Reported procedure: 125 g of 2,4-dichlorobenzyl chloride are added at room temperature to a mixture of 700 g of 50% sodium hydroxide, 23 g of tetrabutylammonium iodide and 130 g of α-(3-pyridyl)-4-morpholineacetonitrile. After 2 hours the mixture is extracted with diethyl ether. After evaporation of the ether, the crude product, α-(2,4-dichlorobenzyl)-α-(3-pyridyl)-4-morpholineacetonitrile (m.p. 130°-132°), remains behind. The crude product is taken up in 300 ml of concentrated hydrochloric acid and the solution is... As a reaction SMILES: [C:1]([C:3]1[S:4][C:5]([CH3:8])=[CH:6][CH:7]=1)#[CH:2].C(NC(C)C)(C)C.I[C:17]1[CH:22]=[CH:21][C:20](/[C:23](/[C:40]2[CH:45]=[CH:44][CH:43]=[C:42]([C:46]([F:49])([F:48])[F:47])[CH:41]=2)=[CH:24]\[CH2:25][O:26][C:27]2[CH:38]=[CH:37][C:30]([O:31][CH2:32][C:33]([O:35][CH3:36])=[O:34])=[C:29]([CH3:39])[CH:28]=2)=[CH:19][CH:18]=1>O1CCCC1.[Cu]I.Cl[Pd](Cl)([P](C1C=CC=CC=1)(C1C=CC=CC=1)C1C=CC=CC=1)[P](C1C=CC=CC=1)(C1C=CC=CC=1)C1C=CC=CC=1>[CH3:39][C:29]1[CH:28]=[C:27]([O:26][CH2:25]/[CH:24]=[C:23](\[C:20]2[CH:21]=[CH:22][C:17]([C:2]#[C:1][C:3]3[S:4][C:5]([CH3:8])=[CH:6][CH:7]=3)=[CH:18][CH:19]=2)/[C:40]2[CH:45]=[CH:44][CH:43]=[C:42]([C:46]([F:49])([F:48])[F:47])[CH:41]=2)[CH:38]=[CH:37][C:30]=1[O:31][CH2:32][C:33]([O:35][CH3:36])=[O:34] |^1:59,78|. Procedure details: 2-Ethynyl-5-methylthiophene (176 mg, 1.442 mmol) and diisopropylamine (0.475 mL, 3.39 mmol) were added to a solution of methyl (E)-[4-[3-(4-iodophenyl)-3-(3-trifluoromethylphenyl)allyloxy]-2-methylphenoxy]acetate (420 mg, 0.721 mmol; prepared as described in example 34) in tetrahydrofuran (10 mL). The mixture was degassed and copper(I) iodide (11.0 mg, 0.0576 mmol) and bis(triphenylphosphine)palladium(II) dichloride (25.3 mg, 0.0361 mmol) were added. The reaction mixture was stirred at ambient t... Reagents/catalysts: [Cu]I (copper(I) iodide), Cl[Pd]([P](C1=CC=CC=C1)(C2=CC=CC=C2)C3=CC=CC=C3)([P](C4=CC=CC=C4)(C5=CC=CC=C5)C6=CC=CC=C6)Cl (bis(triphenylphosphine)palladium(II) dichloride). Conditions: time 20 hour. The product is CC1=C(OCC(=O)OC)C=CC(=C1)OC\C=C(\C1=CC(=CC=C1)C(F)(F)F)/C1=CC=C(C=C1)C#CC=1SC(=CC1)C (methyl (E)-[2-methyl-4-[3-[4-[(5-methylthiophen-2-yl)ethynyl]phenyl]-3-(3-trifluoromethyl phenyl)allyloxy]phenoxy]acetate). Run in O1CCCC1 (tetrahydrofuran). Starting materials: C(#C)C=1SC(=CC1)C (2-Ethynyl-5-methylthiophene), C(C)(C)NC(C)C (diisopropylamine), IC1=CC=C(C=C1)\C(=C/COC1=CC(=C(OCC(=O)OC)C=C1)C)\C1=CC(=CC=C1)C(F)(F)F (methyl (E)-[4-[3-(4-iodophenyl)-3-(3-trifluoromethylphenyl)allyloxy]-2-methylphenoxy]acetate). The reactants are C(C)(C)(C)OC(=O)N1C[C@H]([C@@H](C1)CN(C(C1=CC(=C(C=C1)OC)OCCCOC)=O)C(C)C)CO ((3S*,4R*)-3-hydroxymethyl-4-({isopropyl-[4-methoxy-3-(3-methoxy-propoxy)-benzoyl]-amino}-methyl)-pyrrolidine-1-carboxylic acid tert-butyl ester), C(C1=CC=CC=C1)N=C=O (benzylisocyanate), CC#N.O (CH3CN H2O), CC#N (CH3CN), CC#N (CH3CN). Run in O (H2O). Product: C(C)(C)N(C(C1=CC(=C(C=C1)OC)OCCCOC)=O)C[C@H]1[C@@H](CNC1)COC(NCC1=CC=CC=C1)=O (Benzyl-carbamic acid (3S*,4S*)-4-({isopropyl-[4-methoxy-3-(3-methoxy-propoxy)-benzoyl]-amino}-methyl)-pyrrolidin-3-ylmethyl ester). Reaction SMILES: C(OC([N:8]1[CH2:12][C@@H:11]([CH2:13][N:14]([CH:31]([CH3:33])[CH3:32])[C:15](=[O:30])[C:16]2[CH:21]=[CH:20][C:19]([O:22][CH3:23])=[C:18]([O:24][CH2:25][CH2:26][CH2:27][O:28][CH3:29])[CH:17]=2)[C@H:10]([CH2:34]O)[CH2:9]1)=O)(C)(C)C.[CH2:36]([N:43]=[C:44]=[O:45])[C:37]1[CH:42]=[CH:41][CH:40]=[CH:39][CH:38]=1.CC#N.[OH2:49].CC#N>O>[CH:31]([N:14]([CH2:13][C@@H:11]1[CH2:12][NH:8][CH2:9][C@H:10]1[CH2:34][O:45][C:44](=[O:49])[NH:43][CH2:36][C:37]1[CH:42]=[CH:41][CH:40]=[CH:39][CH:38]=1)[C:15](=[O:30])[C:16]1[CH:21]=[CH:20][C:19]([O:22][CH3:23])=[C:18]([O:24][CH2:25][CH2:26][CH2:27][O:28][CH3:29])[CH:17]=1)([CH3:32])[CH3:33] |f:2.3|. Procedure details: The title compound is prepared analogously as described in Example 3 from (3S*,4R*)-3-hydroxymethyl-4-({isopropyl-[4-methoxy-3-(3-methoxy-propoxy)-benzoyl]-amino}-methyl)-pyrrolidine-1-carboxylic acid tert-butyl ester and benzylisocyanate. MS (LC-MS): 528.3 [M+H]+; tR (HPLC, Macherey-Nagel Nucleosil C18 column, 10-100% CH3CN/H2O/5 min, 100% CH3CN/3 min, CH3CN and H2O containing 0.1% TFA, flow: 1.5 mL/min): 4.52 min.